This data is from the Open Reaction Database (ORD), a public repository of structured organic reaction records. The task is: describe an organic reaction: reactants, conditions, products, and yield Solvent: O (water), CCO (EtOH), CCO (EtOH). RXN SMILES: Cl.C([O:6][C:7]([C:9]1[N:10]=[N:11][C:12]([C:15]2[CH:20]=[CH:19][C:18]([C:21]([CH3:39])([C:25]3[CH:30]=[CH:29][C:28]([O:31][CH2:32][C:33]4[N:38]=[CH:37][CH:36]=[CH:35][N:34]=4)=[CH:27][N:26]=3)[CH:22]([CH3:24])[CH3:23])=[CH:17][CH:16]=2)=[CH:13][CH:14]=1)=[CH2:8])CCC.C(=O)(O)[O-].[Na+].[Cl-].[Na+]>CCO.O>[CH3:39][C:21]([C:18]1[CH:19]=[CH:20][C:15]([C:12]2[N:11]=[N:10][C:9]([C:7](=[O:6])[CH3:8])=[CH:14][CH:13]=2)=[CH:16][CH:17]=1)([C:25]1[CH:30]=[CH:29][C:28]([O:31][CH2:32][C:33]2[N:38]=[CH:37][CH:36]=[CH:35][N:34]=2)=[CH:27][N:26]=1)[CH:22]([CH3:24])[CH3:23] |f:2.3,4.5|. Procedure details: Hydrochloric acid (100 mL of a 1.0 M solution in EtOH) was added to a stirred solution of 7b (15.8 g, 30.9 mmol) in EtOH (25.0 mL) at 0° C. After approximately 15 min, a second portion of hydrochloric acid (150 mL of a 2.0 M aqueous solution) was added, and after another 15 min, a third portion of hydrochloric acid (100 mL of a 6.0 M aqueous solution) was added. After an additional 10 min, the reaction was warmed to rt and aged for 30 min. The reaction was diluted with water, recooled to 0° C. a... Run at time 15 minute. The product is CC(C(C)C)(C1=NC=C(C=C1)OCC1=NC=CC=N1)C1=CC=C(C=C1)C1=CC=C(N=N1)C(C)=O (1-[6-(4-{1,2-dimethyl-1-[5-(pyrimidin-2-ylmethoxy)pyridin-2-yl]propyl}phenyl)pyridazin-3-yl]ethanone). Reactants: Cl (hydrochloric acid), aqueous solution, C([O-])(O)=O.[Na+] (sodium bicarbonate), [Cl-].[Na+] (sodium chloride), Cl (Hydrochloric acid), solution, C(CCC)OC(=C)C=1N=NC(=CC1)C1=CC=C(C=C1)C(C(C)C)(C1=NC=C(C=C1)OCC1=NC=CC=N1)C (3-(1-butoxyvinyl)-6-(4-{1,2-dimethyl-1-[5-(pyrimidin-2-ylmethoxy)pyridin-2-yl]propyl}phenyl)pyridazine), Cl (hydrochloric acid), aqueous solution.